From a dataset of the Open Reaction Database (ORD), a public repository of structured organic reaction records. describe an organic reaction: reactants, conditions, products, and yield Starting materials: COC(CCC1=CC(=C(C=C1)OCC1=CC=CC=C1)CNC(=O)OC(C)(C)C)=O (3-[4-benzyloxy-3-(tert-butoxycarbonylamino-methyl)-phenyl]-propionic acid methyl ester), Pd on-carbon. The solvent is C1CCOC1 (THF). Reaction conditions: time 6 hour. Product: COC(CCC1=CC(=C(C=C1)O)CNC(=O)OC(C)(C)C)=O (3-[3-(tert-Butoxycarbonylamino-methyl)-4-hydroxy-phenyl]-propionic acid methyl ester). As a reaction SMILES: [CH3:1][O:2][C:3](=[O:29])[CH2:4][CH2:5][C:6]1[CH:11]=[CH:10][C:9]([O:12]CC2C=CC=CC=2)=[C:8]([CH2:20][NH:21][C:22]([O:24][C:25]([CH3:28])([CH3:27])[CH3:26])=[O:23])[CH:7]=1>C1COCC1>[CH3:1][O:2][C:3](=[O:29])[CH2:4][CH2:5][C:6]1[CH:11]=[CH:10][C:9]([OH:12])=[C:8]([CH2:20][NH:21][C:22]([O:24][C:25]([CH3:27])([CH3:26])[CH3:28])=[O:23])[CH:7]=1. Procedure details: A solution of 3-[4-benzyloxy-3-(tert-butoxycarbonylamino-methyl)-phenyl]-propionic acid methyl ester (8.50 g, 21.3 mmol) in THF (100 mL) was treated with 5% Pd-on-carbon (1.1 g) and shaken under a hydrogen atmosphere (60 psi) at ambient temperature for 6 h. The mixture was filtered through Celite and concentrated to a pale yellow solid (5.63 g, 85%). Reactants: C1(=CC=C(C=C1)S(=O)(=O)Cl)C (p-Toluenesulfonyl chloride), C(#N)C1=C(O)C=CC(=C1C#N)O (2,3-dicyanohydroquinone), C([O-])([O-])=O.[K+].[K+] (potassium carbonate). Solvent: CC(=O)C (acetone). Conditions: time 2 minute. Product: CC1=CC=C(C=C1)S(=O)(=O)OC1=C(C(C#N)=C(C=C1)OS(=O)(=O)C1=CC=C(C=C1)C)C#N (3,6-Bis(4′-methylphenylsulfonyloxy) phthalonitrile), Product A. Reaction SMILES: [C:1]1([CH3:11])[CH:6]=[CH:5][C:4]([S:7](Cl)(=[O:9])=[O:8])=[CH:3][CH:2]=1.[C:12]([C:14]1[C:20]([C:21]#[N:22])=[C:19]([OH:23])[CH:18]=[CH:17][C:15]=1[OH:16])#[N:13].C(=O)([O-])[O-].[K+].[K+]>CC(C)=O>[CH3:11][C:1]1[CH:6]=[CH:5][C:4]([S:7]([O:23][C:19]2[CH:18]=[CH:17][C:15]([O:16][S:7]([C:4]3[CH:5]=[CH:6][C:1]([CH3:11])=[CH:2][CH:3]=3)(=[O:9])=[O:8])=[C:14]([C:12]#[N:13])[C:20]=2[C:21]#[N:22])(=[O:9])=[O:8])=[CH:3][CH:2]=1 |f:2.3.4|. Reported procedure: p-Toluenesulfonyl chloride (25.80 g, 135 mmol) was added to a suspension of 2,3-dicyanohydroquinone (10.00 g, 62.5 mmol) and potassium carbonate (34.50 g, 250 mmol) in acetone (75 mL). The temperature of the flask rose rapidly, which stabilised after 2 minutes. The mixture was then heated to reflux and stirred for 2 hours. TLC (eluting: CH2Cl2) indicated that all the starting 2,3-dicyanohydroquinone had been consumed. The mixture was allowed to cool to room temperature, and was poured into water... The reactants are OC=1C(=CC2=C(C(=C(C(O2)=O)C)C)C1)OC (6-hydroxy-7-methoxy-3,4-dimethyl-2H-1-benzopyran-2-one), C(C)(C)O (isopropanol), C(C)(C)O (isopropanol), ClC1=CC=C(C=C1)CN1CCN(CC1)CCCCl (1-[(4-chlorophenyl)methyl]-4-(3-chloropropyl)piperazine), Cl (Hydrochloride). The solvent is petroleum ether, O (water). Product: ClC1=CC=C(C=C1)CN1CCN(CC1)CCCOC=1C(=CC2=C(C(=C(C(O2)=O)C)C)C1)OC (6-{3-[4-(4-chlorophenylmethyl)-1-piperazinyl]-propoxy}-7-methoxy-3,4-dimethyl-2H-1-benzopyran-2-one). The yield is 74.0%. As a reaction SMILES: [OH:1][C:2]1[C:3]([O:15][CH3:16])=[CH:4][C:5]2[O:10][C:9](=[O:11])[C:8]([CH3:12])=[C:7]([CH3:13])[C:6]=2[CH:14]=1.[Cl:17][C:18]1[CH:23]=[CH:22][C:21]([CH2:24][N:25]2[CH2:30][CH2:29][N:28]([CH2:31][CH2:32][CH2:33]Cl)[CH2:27][CH2:26]2)=[CH:20][CH:19]=1.C(O)(C)C.Cl>O>[Cl:17][C:18]1[CH:19]=[CH:20][C:21]([CH2:24][N:25]2[CH2:26][CH2:27][N:28]([CH2:31][CH2:32][CH2:33][O:1][C:2]3[C:3]([O:15][CH3:16])=[CH:4][C:5]4[O:10][C:9](=[O:11])[C:8]([CH3:12])=[C:7]([CH3:13])[C:6]=4[CH:14]=3)[CH2:29][CH2:30]2)=[CH:22][CH:23]=1. Procedure: Method D (5 h at 90° C.); starting materials: 6-hydroxy-7-methoxy-3,4-dimethyl-2H-1-benzopyran-2-one (example 103) and 1-[(4-chlorophenyl)methyl]-4-(3-chloropropyl)piperazine; yield: 74%; fusion point 96°-97° C. (from isopropanol and petroleum ether). Hydrochloride (x 2 HCl): method G; yield 95%; fusion point 255°-260° C. (from isopropanol and water). Reactants: O=C([O-])[O-], COC(=O)CC(CC(=O)CP(=O)(OC)OC)O[Si](C)(C)C(C)(C)C, CCOC(C)=O, O=Cc1cccnc1, CC(C)O, [K+], [K+]. The product is COC(=O)CC(CC(=O)C=Cc1cccnc1)O[Si](C)(C)C(C)(C)C. RXN SMILES: [C:33](=[O:34])([O-:35])[O-:36].[C:9]([CH3:10])([CH3:11])([CH3:12])[Si:13]([O:14][CH:15]([CH2:16][C:17](=[O:18])[O:19][CH3:20])[CH2:21][C:22]([CH2:23][P:24]([O:25][CH3:26])([O:27][CH3:28])=[O:29])=[O:30])([CH3:31])[CH3:32].[CH3:39][CH2:40][O:41][C:42](=[O:43])[CH3:44].[CH:1]([c:2]1[cH:3][n:4][cH:5][cH:6][cH:7]1)=[O:8].[CH:45]([OH:46])([CH3:47])[CH3:48].[K+:37].[K+:38]>>[CH:1]([c:2]1[cH:3][n:4][cH:5][cH:6][cH:7]1)=[CH:23][C:22]([CH2:21][CH:15]([O:14][Si:13]([C:9]([CH3:10])([CH3:11])[CH3:12])([CH3:31])[CH3:32])[CH2:16][C:17](=[O:18])[O:19][CH3:20])=[O:30]. Starting materials: Brc1cncnc1, C[Si](C)(C)[N-][Si](C)(C)C, CO, Oc1ccc(-c2nnc(Nc3ccc(Cl)cc3)o2)cc1, [K+], [K+], [K+], O=C([O-])[O-], CN(C)C=O. The product is Clc1ccc(Nc2nnc(-c3ccc(Oc4cncnc4)cc3)o2)cc1. Reaction SMILES: [Br:31][c:32]1[cH:33][n:34][cH:35][n:36][cH:37]1.[CH3:21][Si:22]([N-:23][Si:24]([CH3:25])([CH3:26])[CH3:27])([CH3:28])[CH3:29].[CH3:49][OH:50].[Cl:1][c:2]1[cH:3][cH:4][c:5]([NH:8][c:9]2[n:10][n:11][c:12](-[c:14]3[cH:15][cH:16][c:17]([OH:20])[cH:18][cH:19]3)[o:13]2)[cH:6][cH:7]1.[K+:30].[K+:38].[K+:39].[O-:40][C:41]([O-:42])=[O:43].[O:44]=[CH:45][N:46]([CH3:47])[CH3:48]>>[Cl:1][c:2]1[cH:3][cH:4][c:5]([NH:8][c:9]2[n:10][n:11][c:12](-[c:14]3[cH:15][cH:16][c:17]([O:20][c:32]4[cH:33][n:34][cH:35][n:36][cH:37]4)[cH:18][cH:19]3)[o:13]2)[cH:6][cH:7]1. The reactants are CC(C)(C)OC(=O)N1CCC(n2cc(Br)cn2)CC1, ClCCl, O=C(O)C(F)(F)F. Product: Brc1cnn(C2CCNCC2)c1. RXN SMILES: [C:1]([O:2][C:3](=[O:4])[N:8]1[CH2:9][CH2:10][CH:11]([n:14]2[n:15][cH:16][c:17]([Br:19])[cH:18]2)[CH2:12][CH2:13]1)([CH3:5])([CH3:6])[CH3:7].[Cl:27][CH2:28][Cl:29].[F:20][C:21]([F:22])([F:23])[C:24]([OH:25])=[O:26]>>[NH:8]1[CH2:9][CH2:10][CH:11]([n:14]2[n:15][cH:16][c:17]([Br:19])[cH:18]2)[CH2:12][CH2:13]1. The reactants are [Li]CCCC, CCCC[Sn](Cl)(CCCC)CCCC, C1CCOC1, CC(C)(C)OC(=O)Nc1nccs1. Yields the product CCCC[Sn](CCCC)(CCCC)c1cnc(NC(=O)OC(C)(C)C)s1. As a reaction SMILES: [CH2:14]([Li:15])[CH2:16][CH2:17][CH3:18].[CH2:19]([CH2:20][CH2:21][CH3:22])[Sn:23]([CH2:24][CH2:25][CH2:26][CH3:27])([CH2:28][CH2:29][CH2:30][CH3:31])[Cl:32].[CH2:33]1[O:34][CH2:35][CH2:36][CH2:37]1.[s:1]1[c:2]([NH:6][C:7]([O:8][C:9]([CH3:10])([CH3:11])[CH3:12])=[O:13])[n:3][cH:4][cH:5]1>>[s:1]1[c:2]([NH:6][C:7]([O:8][C:9]([CH3:10])([CH3:11])[CH3:12])=[O:13])[n:3][cH:4][c:5]1[Sn:23]([CH2:19][CH2:20][CH2:21][CH3:22])([CH2:24][CH2:25][CH2:26][CH3:27])[CH2:28][CH2:29][CH2:30][CH3:31]. Starting materials: CS(C)=O, CCCCCC, C[S+](C)(C)=O, COc1ccc(CSC(C)(C)C(=O)c2ccc(F)cc2F)cc1, [H-], [H][H], [I-], [Na+]. The product is COc1ccc(CSC(C)(C)C2(c3ccc(F)cc3F)CO2)cc1. Reaction SMILES: [CH3:34][S:35](=[O:36])[CH3:37].[CH3:38][CH2:39][CH2:40][CH2:41][CH2:42][CH3:43].[CH3:4][S+:5]([CH3:6])([CH3:7])=[O:8].[F:11][c:12]1[c:13]([C:19]([C:20]([CH3:21])([CH3:22])[S:23][CH2:24][c:25]2[cH:26][cH:27][c:28]([O:31][CH3:32])[cH:29][cH:30]2)=[O:33])[cH:14][cH:15][c:16]([F:18])[cH:17]1.[H-:1].[H:9][H:10].[I-:3].[Na+:2]>>[CH2:4]1[C:19]([c:13]2[c:12]([F:11])[cH:17][c:16]([F:18])[cH:15][cH:14]2)([C:20]([CH3:21])([CH3:22])[S:23][CH2:24][c:25]2[cH:26][cH:27][c:28]([O:31][CH3:32])[cH:29][cH:30]2)[O:33]1. The reactants are COC(=O)Cc1ccc(OCc2ccc(OCc3nc(-c4ccccc4)oc3C)cc2)cc1, CO, Cl, [Na+], C1CCOC1, [OH-], O. The product is Cc1oc(-c2ccccc2)nc1COc1ccc(COc2ccc(CC(=O)O)cc2)cc1. Reaction SMILES: [CH3:1][c:2]1[c:3]([CH2:13][O:14][c:15]2[cH:16][cH:17][c:18]([CH2:19][O:20][c:21]3[cH:22][cH:23][c:24]([CH2:27][C:28](=[O:29])[O:30][CH3:31])[cH:25][cH:26]3)[cH:32][cH:33]2)[n:4][c:5](-[c:7]2[cH:8][cH:9][cH:10][cH:11][cH:12]2)[o:6]1.[CH3:43][OH:44].[ClH:41].[Na+:40].[O:34]1[CH2:35][CH2:36][CH2:37][CH2:38]1.[OH-:39].[OH2:42]>>[CH3:1][c:2]1[c:3]([CH2:13][O:14][c:15]2[cH:16][cH:17][c:18]([CH2:19][O:20][c:21]3[cH:22][cH:23][c:24]([CH2:27][C:28](=[O:29])[OH:30])[cH:25][cH:26]3)[cH:32][cH:33]2)[n:4][c:5](-[c:7]2[cH:8][cH:9][cH:10][cH:11][cH:12]2)[o:6]1.